From a dataset of the Open Reaction Database (ORD), a public repository of structured organic reaction records. describe an organic reaction: reactants, conditions, products, and yield The product is NC1=CC=C2C=NC(=NC2=C1)C (7-Amino-2-methylquinazoline). Procedure: Compound 25A (0.400 g, 2.12 mmol) was dissolved in EtOAc (20 mL) and Pd/C (10% Pd, 0.045 g) was added. Hydrogen was then introduced to the flask with a balloon. After 6 h, the reaction was filtered through celite rinsing with EtOAc. Concentration in vacuo gave compound 25B as a yellow solid (0.311 g). This was taken on without purification to subsequent reactions. Isolated yield 92.2%. Reactants: CC1=NC2=CC(=CC=C2C=N1)[N+](=O)[O-] (2-Methyl-7-nitroquinazoline), [H][H] (Hydrogen). As a reaction SMILES: [CH3:1][C:2]1[N:11]=[CH:10][C:9]2[C:4](=[CH:5][C:6]([N+:12]([O-])=O)=[CH:7][CH:8]=2)[N:3]=1.[H][H]>CCOC(C)=O.[Pd]>[NH2:12][C:6]1[CH:5]=[C:4]2[C:9]([CH:10]=[N:11][C:2]([CH3:1])=[N:3]2)=[CH:8][CH:7]=1. Run in CCOC(=O)C (EtOAc). Reagents/catalysts: [Pd] (Pd/C). Run at time 6 hour. Isolated yield 56.0%. The reactants are C(C1=CC=CC=C1)[C@H](C(=O)O)CCCC(=O)O ((R)-2-Benzylhexanedioic acid), N[C@@H]1C(N2[C@@H](SCC1)CCC[C@H]2C(=O)OC)=O ((4S,7S,10aS)-methyl 4-amino-5-oxooctahydro-2H-pyrido[2,1-b][1,3]thiazepine-7-carboxylate). RXN SMILES: [CH2:1]([C@@H:8]([CH2:12][CH2:13][CH2:14][C:15]([OH:17])=O)[C:9]([OH:11])=O)[C:2]1[CH:7]=[CH:6][CH:5]=[CH:4][CH:3]=1.[NH2:18][C@H:19]1[CH2:25][CH2:24][S:23][C@H:22]2[CH2:26][CH2:27][CH2:28][C@@H:29]([C:30]([O:32][CH3:33])=[O:31])[N:21]2[C:20]1=[O:34]>>[CH2:1]([C@@H:14](/[CH:13]=[CH:12]/[C@H:8]([CH2:1][C:2]1[CH:3]=[CH:4][CH:5]=[CH:6][CH:7]=1)[C:9]([NH:18][C@H:19]1[CH2:25][CH2:24][S:23][C@H:22]2[CH2:26][CH2:27][CH2:28][C@@H:29]([C:30]([O:32][CH3:33])=[O:31])[N:21]2[C:20]1=[O:34])=[O:11])[C:15]([NH:18][C@H:19]1[CH2:25][CH2:24][S:23][C@H:22]2[CH2:26][CH2:27][CH2:28][C@@H:29]([C:30]([O:32][CH3:33])=[O:31])[N:21]2[C:20]1=[O:34])=[O:17])[C:2]1[CH:7]=[CH:6][CH:5]=[CH:4][CH:3]=1. The product is C(C1=CC=CC=C1)[C@H](C(=O)N[C@@H]1C(N2[C@@H](SCC1)CCC[C@H]2C(=O)OC)=O)\C=C\[C@@H](C(=O)N[C@@H]2C(N1[C@@H](SCC2)CCC[C@H]1C(=O)OC)=O)CC1=CC=CC=C1 (Dimethyl (4S,7S,10aS,4′S,7′S,10a′S)-4,4′-(((2S,3E,5S)-2,5-dibenzyl-1,6-dioxo-3-hexene-1,6-diyl)diimino)bis(5-oxooctahydro-7H-pyrido[2,1-b][1,3]thiazepine-7-carboxylate)), solid. Procedure details: Methyl (4S,7S,10aS)-4-(2R)-2-benzyl-6-(((4S,7S,10aS)-7-(methoxycarbonyl)-5-oxooctahydro-7H-pyrido[2,1-b][1,3]thiazepin-4-yl)amino)-6-oxohexanoyl)amino)-5-oxooctahydro-7H-pyrido[2,1-b][1,3]thiazepine-7-carboxylate was synthesized as described in General Procedure F using Intermediate 4 (15 mg, 0.061 mmol) and (4S,7S,10aS)-methyl 4-amino-5-oxooctahydro-2H-pyrido[2,1-b][1,3]thiazepine-7-carboxylate (34.9 mg, 0.135 mmol) to give a white solid (25 mg, 56% yield). Anal. Calcd. for C35H48N4O8S2 m/z 716... The reactants are FC1=CC2=C(C(=NO2)C2CCNCC2)C=C1 (6-fluoro-3-(4-piperidinyl)-1,2 benzisoxazole), K2CO2, ClCCCOC=1C=C(C=CC1OC)C1(CC=CC=C1)C=O (1-[3-(3-chloropropoxy)-4-methoxy-phenyl]phenyl -methanone). Run in C(C)#N (acetonitrile). Yields the product FC1=CC2=C(C(=NO2)C2CCN(CC2)CCCOC=2C=C(C=CC2OC)C2(CC=CC=C2)C=O)C=C1 (1-[3-[3-[4-(6-fluoro-1,2-benzisoxazol-3-yl)-1-piperidinyl]propoxy]-4-methoxyphenyl]-phenylmethanone). As a reaction SMILES: [F:1][C:2]1[CH:16]=[CH:15][C:5]2[C:6]([CH:9]3[CH2:14][CH2:13][NH:12][CH2:11][CH2:10]3)=[N:7][O:8][C:4]=2[CH:3]=1.Cl[CH2:18][CH2:19][CH2:20][O:21][C:22]1[CH:23]=[C:24]([C:30]2([CH:36]=[O:37])[CH:35]=[CH:34][CH:33]=[CH:32][CH2:31]2)[CH:25]=[CH:26][C:27]=1[O:28][CH3:29]>C(#N)C>[F:1][C:2]1[CH:16]=[CH:15][C:5]2[C:6]([CH:9]3[CH2:10][CH2:11][N:12]([CH2:18][CH2:19][CH2:20][O:21][C:22]4[CH:23]=[C:24]([C:30]5([CH:36]=[O:37])[CH:31]=[CH:32][CH:33]=[CH:34][CH2:35]5)[CH:25]=[CH:26][C:27]=4[O:28][CH3:29])[CH2:13][CH2:14]3)=[N:7][O:8][C:4]=2[CH:3]=1. Procedure details: A stirred mixture of 6-fluoro-3-(4-piperidinyl)-1,2 benzisoxazole (2.01 g; 9.13 mmol), K2CO2 (2.0 g), and 1-[3-(3-chloropropoxy)-4-methoxy-phenyl]phenyl -methanone (3.93 g; 11.3 mmol) and acetonitrile (50 ml) was heated at reflux for 4 hours. At the end of the reaction, the solvent was evaporated and the residue was partitioned between water (150 ml) and dichloromethane (400 ml). The dichloromethane solution was washed with water and brine (100 ml), dried over MgSO4, then concentrated to an oil.... Reactants: ClCCCN1CCCCC1 (N-(3-chloropropyl)piperidine), C(C)(C)(C)OC(=O)N1CC2=CC=C(C=C2CC1)O (6-hydroxy-3,4-dihydro-1H-isoquinoline-2-carboxylic acid tert-butyl ester), [H-].[Na+] (NaH). Run in CN(C)C=O (DMF). The product is C(C)(C)(C)OC(=O)N1CC2=CC=C(C=C2CC1)OCCCN1CCCCC1 (6-(3-piperidin-1-yl-propoxy)-3,4-dihydro-1H-isoquinoline-2-carboxylic acid tert-butyl ester), oil. The yield is 67.0%. Reaction SMILES: [C:1]([O:5][C:6]([N:8]1[CH2:17][CH2:16][C:15]2[C:10](=[CH:11][CH:12]=[C:13]([OH:18])[CH:14]=2)[CH2:9]1)=[O:7])([CH3:4])([CH3:3])[CH3:2].[H-].[Na+].Cl[CH2:22][CH2:23][CH2:24][N:25]1[CH2:30][CH2:29][CH2:28][CH2:27][CH2:26]1>CN(C=O)C>[C:1]([O:5][C:6]([N:8]1[CH2:17][CH2:16][C:15]2[C:10](=[CH:11][CH:12]=[C:13]([O:18][CH2:22][CH2:23][CH2:24][N:25]3[CH2:30][CH2:29][CH2:28][CH2:27][CH2:26]3)[CH:14]=2)[CH2:9]1)=[O:7])([CH3:4])([CH3:2])[CH3:3] |f:1.2|. Reported procedure: To a round-bottom flask, equipped with stir bar and septum, is placed 6-hydroxy-3,4-dihydro-1H-isoquinoline-2-carboxylic acid tert-butyl ester (1 g, 4.01 mmol), KI (599 mg, 4.01 mmol) and NaH (162 mg, 95% dry, 6.42 mmol). Then, dry DMF (20 mL, 0.5 M) is added via syringe followed by N-(3-chloropropyl)piperidine (0.85 mL, 5.2 mmol). The reaction is allowed to stir at 70 degrees overnight. In the morning, the reaction is quenched with water, extracted into EtOAc (3×20 mL) and dried over brine. Col...